Task: describe an organic reaction: reactants, conditions, products, and yield. Dataset: the Open Reaction Database (ORD), a public repository of structured organic reaction records Starting materials: CSCCCl, CCO, N#Cc1c(-c2ccccc2)nc(N)[nH]c1=S. The product is CSCCSc1nc(N)nc(-c2ccccc2)c1C#N. RXN SMILES: [CH3:17][S:18][CH2:19][CH2:20][Cl:21].[CH3:22][CH2:23][OH:24].[NH2:1][c:2]1[nH:3][c:4](=[S:16])[c:5]([C:14]#[N:15])[c:6](-[c:8]2[cH:9][cH:10][cH:11][cH:12][cH:13]2)[n:7]1>>[NH2:1][c:2]1[n:3][c:4]([S:16][CH2:20][CH2:19][S:18][CH3:17])[c:5]([C:14]#[N:15])[c:6](-[c:8]2[cH:9][cH:10][cH:11][cH:12][cH:13]2)[n:7]1.